This data is from the Open Reaction Database (ORD), a public repository of structured organic reaction records. The task is: describe an organic reaction: reactants, conditions, products, and yield Starting materials: B(Br)(Br)Br (BBr3), C(C)(C)C=1N(C2=CC=CC=C2C1C#N)C1=CC=C(C=C1)OC (2-Isopropyl-1-(4-methoxy-phenyl)-1H-indole-3-carbonitrile), CO (MeOH). Run in C(Cl)Cl (CH2Cl2). Reaction conditions: temperature 0 celsius. The product is OC1=CC=C(C=C1)N1C(=C(C2=CC=CC=C12)C#N)C(C)C (1-(4-hydroxy-phenyl)-2-isopropyl-1H-indole-3-carbonitrile). Isolated yield 39.8%. As a reaction SMILES: [CH:1]([C:4]1[N:5]([C:15]2[CH:20]=[CH:19][C:18]([O:21]C)=[CH:17][CH:16]=2)[C:6]2[C:11]([C:12]=1[C:13]#[N:14])=[CH:10][CH:9]=[CH:8][CH:7]=2)([CH3:3])[CH3:2].B(Br)(Br)Br.CO>C(Cl)Cl>[OH:21][C:18]1[CH:19]=[CH:20][C:15]([N:5]2[C:6]3[C:11](=[CH:10][CH:9]=[CH:8][CH:7]=3)[C:12]([C:13]#[N:14])=[C:4]2[CH:1]([CH3:3])[CH3:2])=[CH:16][CH:17]=1. Procedure: 2-Isopropyl-1-(4-methoxy-phenyl)-1H-indole-3-carbonitrile (3 mg, 0.01 mmol) was dissolved in dry CH2Cl2 (0.5 ml) and stirred at 0° C. BBr3 (1M in CH2Cl2, 50 μl) was added and the mixture left in the fridge with stirring overnight. Some drops of MeOH were added and stirred. The solvent was removed in vacuo and the mixture partitioned in H2O/DCM. The organic phase was separated using a phase separator. The solvent was removed in vacuo and the mixture was chromatographed using a prepacked silica co... The reactants are ClC1=CC=C(C=C1)C(O)(C=1C=NC=NC1)C1=CC=C(C=C1)Cl (α, α-bis(4-chlorophenyl)-5-pyrimidinemethanol), C([O-])(O)=O.[Na+] (sodium bicarbonate). The solvent is CS(=O)(=O)O (methanesulfonic acid). The product is ClC1=CC=C2C(C3=C(N=CN=C3)C2=C1)C1=CC=C(C=C1)Cl (8-chloro-5-(4-chlorophenyl)-5H-indeno[1,2-d]pyrimidine). Yield: 51.6%. RXN SMILES: [Cl:1][C:2]1[CH:7]=[CH:6][C:5]([C:8]([C:16]2[CH:21]=[CH:20][C:19]([Cl:22])=[CH:18][CH:17]=2)([C:10]2[CH:11]=[N:12][CH:13]=[N:14][CH:15]=2)O)=[CH:4][CH:3]=1.C(=O)(O)[O-].[Na+]>CS(O)(=O)=O>[Cl:1][C:2]1[CH:7]=[C:6]2[C:5]([CH:8]([C:16]3[CH:21]=[CH:20][C:19]([Cl:22])=[CH:18][CH:17]=3)[C:10]3[CH:11]=[N:12][CH:13]=[N:14][C:15]=32)=[CH:4][CH:3]=1 |f:1.2|. Reported procedure: A solution of 4.0 g of α, α-bis(4-chlorophenyl)-5-pyrimidinemethanol in 25 ml of methanesulfonic acid was stirred under a nitrogen atmosphere for 18 hours. The solution was poured into a sodium bicarbonate solution and extracted with ethyl acetate. The organic extract was washed with a saturated sodium chloride solution, dried over magnesium sulfate, and concentrated in vacuo. Recrystallization from ethyl acetate/isooctane provided 1.95 g of the desired title product, m.p. 158°-163° C. The reactants are ClCCl, ClCCCl, CCCC(N)C(=O)OC, CN(C)C, Cl, O=C(O)Cc1cccc(Oc2ccccc2)c1. The product is COC(=O)Cc1cccc(Oc2ccccc2)c1. RXN SMILES: [CH2:32]([Cl:33])[Cl:34].[CH2:35]([Cl:36])[CH2:37][Cl:38].[CH3:18][O:19][C:20](=[O:21])[CH:22]([NH2:23])[CH2:24][CH2:25][CH3:26].[CH3:28][N:29]([CH3:30])[CH3:31].[ClH:27].[O:1]([c:2]1[cH:3][cH:4][cH:5][cH:6][cH:7]1)[c:8]1[cH:9][c:10]([CH2:14][C:15](=[O:16])[OH:17])[cH:11][cH:12][cH:13]1>>[O:1]([c:2]1[cH:3][cH:4][cH:5][cH:6][cH:7]1)[c:8]1[cH:9][c:10]([CH2:14][C:15]([O:16][CH3:18])=[O:17])[cH:11][cH:12][cH:13]1. Starting materials: FC1=C(C=C(C=C1)C(F)(F)F)[N+](=O)[O-] (1-fluoro-2-nitro-4-(trifluoromethyl)benzene), FC1=C(C=C(C=C1)C(F)(F)F)[N+](=O)[O-] (1-fluoro-2-nitro-4-(trifluoromethyl)benzene), C(C)(C)N(CC)C(C)C (diisopropylethylamine), N1C=NC=C1 (imidazole). Run in C(C)#N (acetonitrile). Product: [N+](=O)([O-])C1=C(C=CC(=C1)C(F)(F)F)N1C=NC=C1 (1-[2-nitro-4-(trifluoromethyl)phenyl]-1H-imidazole). Isolated yield 95.4%. RXN SMILES: F[C:2]1[CH:7]=[CH:6][C:5]([C:8]([F:11])([F:10])[F:9])=[CH:4][C:3]=1[N+:12]([O-:14])=[O:13].C(N(C(C)C)CC)(C)C.[NH:24]1[CH:28]=[CH:27][N:26]=[CH:25]1>C(#N)C>[N+:12]([C:3]1[CH:4]=[C:5]([C:8]([F:11])([F:10])[F:9])[CH:6]=[CH:7][C:2]=1[N:24]1[CH:28]=[CH:27][N:26]=[CH:25]1)([O-:14])=[O:13]. Reported procedure: To a solution of 1-fluoro-2-nitro-4-(trifluoromethyl)benzene (15.00 g; 71.8 mmol; 1 eq) and diisopropylethylamine (12.5 mL; 71.8 mmol; 1 eq) in anhydrous acetonitrile (650 mL), imidazole (4.88 g; 71.8 mmol; 1 eq) is added under argon. The reaction mixture is allowed to stir under reflux for 20 hours until 1-fluoro-2-nitro-4-(trifluoromethyl)benzene has completely reacted. The crude mixture is concentrated under vacuum and the resulting powder dissolved in ethyl acetate (250 mL). The organic phas... Reactants: CC(C)(C)C(=O)c1ccc(C(=O)O)cc1, CN(C)C=O, O=S(Cl)Cl. Product: CC(C)(C)C(=O)c1ccc(C(=O)Cl)cc1. As a reaction SMILES: [CH3:1][C:2]([C:3](=[O:4])[c:5]1[cH:6][cH:7][c:8]([C:9](=[O:10])[OH:11])[cH:12][cH:13]1)([CH3:14])[CH3:15].[CH3:20][N:21]([CH3:22])[CH:23]=[O:24].[S:16]([Cl:17])([Cl:18])=[O:19]>>[CH3:1][C:2]([C:3](=[O:4])[c:5]1[cH:6][cH:7][c:8]([C:9](=[O:10])[Cl:18])[cH:12][cH:13]1)([CH3:14])[CH3:15]. Starting materials: CC(=O)O[BH-](OC(C)=O)OC(C)=O, COC(=O)C1CC(O)CN1C(=O)OC(C)(C)C, CC(=O)O, Cc1[nH]c(C(=O)NC2CCNCC2)c(Cl)c1Cl, ClCCCl, Cl, [Na+]. The product is COC(=O)C1CC(N2CCC(NC(=O)c3[nH]c(C)c(Cl)c3Cl)CC2)CN1C(=O)OC(C)(C)C. Reaction SMILES: [C:36]([O:37][BH-:38]([O:39][C:40](=[O:41])[CH3:42])[O:43][C:44](=[O:45])[CH3:46])(=[O:47])[CH3:48].[CH3:1][O:2][C:3]([CH:4]1[N:5]([C:10](=[O:11])[O:12][C:13]([CH3:14])([CH3:15])[CH3:16])[CH2:6][CH:7]([OH:9])[CH2:8]1)=[O:17].[CH3:50][C:51](=[O:52])[OH:53].[Cl:19][c:20]1[c:21]([C:27](=[O:28])[NH:29][CH:30]2[CH2:31][CH2:32][NH:33][CH2:34][CH2:35]2)[nH:22][c:23]([CH3:26])[c:24]1[Cl:25].[Cl:54][CH2:55][CH2:56][Cl:57].[ClH:18].[Na+:49]>>[CH3:1][O:2][C:3]([CH:4]1[N:5]([C:10](=[O:11])[O:12][C:13]([CH3:14])([CH3:15])[CH3:16])[CH2:6][CH:7]([N:33]2[CH2:32][CH2:31][CH:30]([NH:29][C:27]([c:21]3[c:20]([Cl:19])[c:24]([Cl:25])[c:23]([CH3:26])[nH:22]3)=[O:28])[CH2:35][CH2:34]2)[CH2:8]1)=[O:17].